From a dataset of the Open Reaction Database (ORD), a public repository of structured organic reaction records. describe an organic reaction: reactants, conditions, products, and yield RXN SMILES: [NH2:1][C:2]1[CH:3]=[CH:4][C:5]([CH3:21])=[C:6]([C:8]2[CH:13]=[CH:12][C:11]([C:14]([NH:16][CH2:17][CH:18]3[CH2:20][CH2:19]3)=[O:15])=[CH:10][CH:9]=2)[CH:7]=1.[CH:22]1([C:28]2[CH:37]=[C:36]([C:38](O)=[O:39])[C:35]3[C:30](=[CH:31][CH:32]=[C:33]([CH3:41])[CH:34]=3)[N:29]=2)[CH2:27][CH2:26][CH2:25][CH2:24][CH2:23]1>C1COCC1>[CH:22]1([C:28]2[CH:37]=[C:36]([C:38]([NH:1][C:2]3[CH:7]=[C:6]([C:8]4[CH:13]=[CH:12][C:11]([C:14]([NH:16][CH2:17][CH:18]5[CH2:20][CH2:19]5)=[O:15])=[CH:10][CH:9]=4)[C:5]([CH3:21])=[CH:4][CH:3]=3)=[O:39])[C:35]3[C:30](=[CH:31][CH:32]=[C:33]([CH3:41])[CH:34]=3)[N:29]=2)[CH2:23][CH2:24][CH2:25][CH2:26][CH2:27]1. Reported procedure: 5′-Amino-N-(cyclopropylmethyl)-2′-methyl-1,1′-biphenyl-4-carboxamide (42 mg, 0.15 mmol) and 2-cyclohexyl-6-methylquinoline-4-carboxylic acid (107.7 mg, 0.4 mmol) were mixed in THF (5 ml) and the mixture shaken in a varian tube for 30 min at room temperature. Carbodiimde resin (442 mg, 0.5 mmol) was added and shaking continued for 18 h. The solution was filtered off, the resin washed with THF and methanol and the combined filtrate and washings reduced to dryness under vacuum. The residue was diss... The reactants are NC=1C=CC(=C(C1)C1=CC=C(C=C1)C(=O)NCC1CC1)C (5′-Amino-N-(cyclopropylmethyl)-2′-methyl-1,1′-biphenyl-4-carboxamide), C1(CCCCC1)C1=NC2=CC=C(C=C2C(=C1)C(=O)O)C (2-cyclohexyl-6-methylquinoline-4-carboxylic acid), resin. Solvent: C1CCOC1 (THF). Run at time 30 minute. The product is C1(CCCCC1)C1=NC2=CC=C(C=C2C(=C1)C(=O)NC=1C=C(C(=CC1)C)C1=CC=C(C=C1)C(=O)NCC1CC1)C (2-cyclohexyl-N-(4′-{[(cyclopropylmethyl)amino]carbonyl}-6-methyl-1,1′-biphenyl-3-yl)-6-methylquinoline-4-carboxamide). Starting materials: Oc1ccc(Cl)cc1, Cc1cc(Nc2cc3c(C)cccc3c(Cl)n2)n[nH]1. Yields the product Cc1cc(Nc2cc3c(C)cccc3c(Oc3ccc(Cl)cc3)n2)n[nH]1. RXN SMILES: [Cl:1][c:2]1[cH:3][cH:4][c:5]([OH:8])[cH:6][cH:7]1.[Cl:9][c:10]1[n:11][c:12]([NH:21][c:22]2[n:23][nH:24][c:25]([CH3:27])[cH:26]2)[cH:13][c:14]2[c:15]([CH3:20])[cH:16][cH:17][cH:18][c:19]12>>[Cl:1][c:2]1[cH:3][cH:4][c:5]([O:8][c:10]2[n:11][c:12]([NH:21][c:22]3[n:23][nH:24][c:25]([CH3:27])[cH:26]3)[cH:13][c:14]3[c:15]([CH3:20])[cH:16][cH:17][cH:18][c:19]23)[cH:6][cH:7]1. Product: CC1=CC=C(OCC=O)C=C1 (4-methylphenoxyacetaldehyde). The reactants are CC1=CC=C(OCC(CC=C)O)C=C1 (5-(4-methylphenoxy)-1-penten-4-ol), C(C1=CC=CC=C1)OC(CC=C)COC1=CC=C(C=C1)C (4-benzyloxy-5-(4-methylphenoxy)-1-pentene). As a reaction SMILES: [CH3:1][C:2]1[CH:14]=[CH:13][C:5]([O:6][CH2:7][CH:8]([OH:12])CC=C)=[CH:4][CH:3]=1.C(OC(COC1C=CC(C)=CC=1)CC=C)C1C=CC=CC=1>>[CH3:1][C:2]1[CH:14]=[CH:13][C:5]([O:6][CH2:7][CH:8]=[O:12])=[CH:4][CH:3]=1. Procedure details: 5-(4-methylphenoxy)-1-penten-4-ol (Step A-3); 4-benzyloxy-5-(4-methylphenoxy)-1-pentene (Step A-4); The reactants are COC(=O)C=Cc1ccc(F)cc1F, [Li+], C1CCOC1, [OH-]. Product: O=C(O)C=Cc1ccc(F)cc1F. As a reaction SMILES: [F:1][c:2]1[c:3]([CH:9]=[CH:10][C:11](=[O:12])[O:13][CH3:14])[cH:4][cH:5][c:6]([F:8])[cH:7]1.[Li+:15].[O:17]1[CH2:18][CH2:19][CH2:20][CH2:21]1.[OH-:16]>>[F:1][c:2]1[c:3]([CH:9]=[CH:10][C:11](=[O:12])[OH:13])[cH:4][cH:5][c:6]([F:8])[cH:7]1. Reactants: CC1CCC(C)N1C(=O)c1cc(Cl)cc(OCCN(C(=O)OC(C)(C)C)c2ccncc2)c1, ClCCl, ClCCl, O=C(O)C(F)(F)F. The product is O=C(O)C(F)(F)F, CC1CCC(C)N1C(=O)c1cc(Cl)cc(OCCNc2ccncc2)c1. RXN SMILES: [C:1]([O:2][C:3](=[O:4])[N:7]([c:8]1[cH:9][cH:10][n:11][cH:12][cH:13]1)[CH2:14][CH2:15][O:16][c:17]1[cH:18][c:19]([Cl:32])[cH:20][c:21]([C:23](=[O:24])[N:25]2[CH:26]([CH3:31])[CH2:27][CH2:28][CH:29]2[CH3:30])[cH:22]1)([CH3:5])([CH3:6])[CH3:33].[Cl:41][CH2:42][Cl:43].[Cl:44][CH2:45][Cl:46].[F:34][C:35]([C:36](=[O:37])[OH:38])([F:39])[F:40]>>[F:34][C:35]([C:36](=[O:37])[OH:38])([F:39])[F:40].[NH:7]([c:8]1[cH:9][cH:10][n:11][cH:12][cH:13]1)[CH2:14][CH2:15][O:16][c:17]1[cH:18][c:19]([Cl:32])[cH:20][c:21]([C:23](=[O:24])[N:25]2[CH:26]([CH3:31])[CH2:27][CH2:28][CH:29]2[CH3:30])[cH:22]1. Starting materials: COc1ccc2c(Cl)nc(Nc3cc(C)[nH]n3)cc2c1, Nc1ccncc1. Yields the product COc1ccc2c(Nc3ccncc3)nc(Nc3cc(C)[nH]n3)cc2c1. As a reaction SMILES: [Cl:1][c:2]1[n:3][c:4]([NH:14][c:15]2[n:16][nH:17][c:18]([CH3:20])[cH:19]2)[cH:5][c:6]2[cH:7][c:8]([O:12][CH3:13])[cH:9][cH:10][c:11]12.[n:21]1[cH:22][cH:23][c:24]([NH2:27])[cH:25][cH:26]1>>[c:2]1([NH:27][c:24]2[cH:23][cH:22][n:21][cH:26][cH:25]2)[n:3][c:4]([NH:14][c:15]2[n:16][nH:17][c:18]([CH3:20])[cH:19]2)[cH:5][c:6]2[cH:7][c:8]([O:12][CH3:13])[cH:9][cH:10][c:11]12. Reactants: B, C1CCOC1, CCO, CC(=NO)c1ccc2c(c1)Sc1cc(Cl)ccc1O2, c1ccncc1. The product is CC(NO)c1ccc2c(c1)Sc1cc(Cl)ccc1O2. RXN SMILES: [BH3:20].[CH2:30]1[O:31][CH2:32][CH2:33][CH2:34]1.[CH3:27][CH2:28][OH:29].[Cl:1][c:2]1[cH:3][c:4]2[c:13]([cH:14][cH:15]1)[O:12][c:11]1[c:6]([cH:7][c:8]([C:16]([CH3:17])=[N:18][OH:19])[cH:9][cH:10]1)[S:5]2.[n:21]1[cH:22][cH:23][cH:24][cH:25][cH:26]1>>[Cl:1][c:2]1[cH:3][c:4]2[c:13]([cH:14][cH:15]1)[O:12][c:11]1[c:6]([cH:7][c:8]([CH:16]([CH3:17])[NH:18][OH:19])[cH:9][cH:10]1)[S:5]2. Reactants: BrC=1C=C2C=CC(=CC2=CC1)CO (6-bromo-2-naphthylmethyl alcohol), [Cr](=O)(=O)([O-])Cl.[NH+]1=CC=CC=C1 (pyridinium chlorochromate), CCOCC (ether). Run in C(Cl)Cl (CH2Cl2). Run at time 30 minute. Product: BrC=1C=C2C=CC(=CC2=CC1)C=O (6-bromo-2-naphthaldehyde). Yield: 93.9%. RXN SMILES: [Br:1][C:2]1[CH:3]=[C:4]2[C:9](=[CH:10][CH:11]=1)[CH:8]=[C:7]([CH2:12][OH:13])[CH:6]=[CH:5]2.[Cr](Cl)([O-])(=O)=O.[NH+]1C=CC=CC=1.CCOCC>C(Cl)Cl>[Br:1][C:2]1[CH:3]=[C:4]2[C:9](=[CH:10][CH:11]=1)[CH:8]=[C:7]([CH:12]=[O:13])[CH:6]=[CH:5]2 |f:1.2|. Procedure details: To a solution of 6-bromo-2-naphthylmethyl alcohol (6.71 g, 28.3 mmol) in CH2Cl2 (350 mL) was added pyridinium chlorochromate (6.71 g, 31.13 mmol) all at once. The mixture visually went from orange-red to black over 30 minutes and 150 mL of ether was added. The black mixture was passed through a silica gel column and eluted with ether. The solvents were evaporated and the solid was further purified on silica gel (hexane:CH2Cl2 1:1) to give 6.25 g of 6-bromo-2-naphthaldehyde (94%) as a white solid... Starting materials: BrC=1C(=NC(=NC1)Cl)C1=CC=2C(=CN=CC2)S1 (2-(5-Bromo-2-chloropyrimidin-4-yl)thieno[2,3-c]pyridine), NCCN1C(NC(C1(C)C)=O)=O (1-(2-aminoethyl)-5,5-dimethylimidazolidine-2,4-dione), C(C)(C)N(CC)C(C)C (diisopropylethyl-amine). The solvent is C(C)(C)O (isopropyl alcohol). Conditions: temperature 170 celsius. The product is BrC=1C(=NC(=NC1)NCCN1C(NC(C1(C)C)=O)=O)C1=CC=2C(=CN=CC2)S1 (1-(2-(5-Bromo-4-(thieno[2,3-c]pyridin-2-yl)pyrimidin-2-ylamino)ethyl)-5,5-dimethylimidazolidine-2,4-dione). RXN SMILES: [Br:1][C:2]1[C:3]([C:9]2[S:17][C:12]3=[CH:13][N:14]=[CH:15][CH:16]=[C:11]3[CH:10]=2)=[N:4][C:5](Cl)=[N:6][CH:7]=1.[NH2:18][CH2:19][CH2:20][N:21]1[C:25]([CH3:27])([CH3:26])[C:24](=[O:28])[NH:23][C:22]1=[O:29].C(N(C(C)C)CC)(C)C>C(O)(C)C>[Br:1][C:2]1[C:3]([C:9]2[S:17][C:12]3=[CH:13][N:14]=[CH:15][CH:16]=[C:11]3[CH:10]=2)=[N:4][C:5]([NH:18][CH2:19][CH2:20][N:21]2[C:25]([CH3:26])([CH3:27])[C:24](=[O:28])[NH:23][C:22]2=[O:29])=[N:6][CH:7]=1. Procedure details: 2-(5-Bromo-2-chloropyrimidin-4-yl)thieno[2,3-c]pyridine (0.38 g, 1.16 mmol), 1-(2-aminoethyl)-5,5-dimethylimidazolidine-2,4-dione (0.393 g, 2.3 mmol), diisopropylethyl-amine (0.4 mL, 2.3 mmol) and isopropyl alcohol (2 mL) were all placed in a microwave tube and heated to 170° C. for 20 min. The volatiles were removed in vacuo and the residue dissolved in 9:1 mixture of dichloromethane, preadsorbed onto silica gel and purified by flash chromatography using a gradient of 0 to 10% methanol in dichl... Reactants: BrC=1C=CC(=C(C1)NS(=O)(=O)C)C(=O)N1CCN(CC1)C1=NC=C(C=C1C)C (N-{5-bromo-2-[4-(3,5-dimethylpyridin-2-yl)piperazine-1-carbonyl]phenyl}methanesulfonamide), O (water), [H-].[Na+] (sodium hydride), CI (methyl iodide). Solvent: CN(C=O)C (N,N-dimethylformamide). Conditions: time 10 minute. Yields the product BrC=1C=CC(=C(C1)N(S(=O)(=O)C)C)C(=O)N1CCN(CC1)C1=NC=C(C=C1C)C (N-{5-bromo-2-[4-(3,5-dimethylpyridin-2-yl)piperazine-1-carbonyl]phenyl}-N-methylmethanesulfonamide). Reaction SMILES: [Br:1][C:2]1[CH:3]=[CH:4][C:5]([C:13]([N:15]2[CH2:20][CH2:19][N:18]([C:21]3[C:26]([CH3:27])=[CH:25][C:24]([CH3:28])=[CH:23][N:22]=3)[CH2:17][CH2:16]2)=[O:14])=[C:6]([NH:8][S:9]([CH3:12])(=[O:11])=[O:10])[CH:7]=1.[H-].[Na+].[CH3:31]I.O>CN(C)C=O>[Br:1][C:2]1[CH:3]=[CH:4][C:5]([C:13]([N:15]2[CH2:16][CH2:17][N:18]([C:21]3[C:26]([CH3:27])=[CH:25][C:24]([CH3:28])=[CH:23][N:22]=3)[CH2:19][CH2:20]2)=[O:14])=[C:6]([N:8]([CH3:31])[S:9]([CH3:12])(=[O:11])=[O:10])[CH:7]=1 |f:1.2|. Procedure details: N-{5-bromo-2-[4-(3,5-dimethylpyridin-2-yl)piperazine-1-carbonyl]phenyl}methanesulfonamide (634 mg) described in Preparation Example 226 was dissolved in N,N-dimethylformamide (5 mL), and sodium hydride (65.1 mg, 60% in oil) was added under ice-cooling. After stirring at room temperature for 10 min, methyl iodide (93 μL) was added, and the mixture was stirred overnight. To the reaction mixture was added water under ice-cooling, and the mixture was extracted with ethyl acetate. The solvent was eva...